This data is from the Open Reaction Database (ORD), a public repository of structured organic reaction records. The task is: describe an organic reaction: reactants, conditions, products, and yield Starting materials: CCC1C(=O)N(C)c2cnc(Cl)nc2N1C1CCCC1, c1ccc2[nH]ccc2c1. Product: CCC1C(=O)N(C)c2cnc(-n3ccc4ccccc43)nc2N1C1CCCC1. Reaction SMILES: [Cl:1][c:2]1[n:3][c:4]2[c:9]([cH:10][n:11]1)[N:8]([CH3:12])[C:7](=[O:13])[CH:6]([CH2:14][CH3:15])[N:5]2[CH:16]1[CH2:17][CH2:18][CH2:19][CH2:20]1.[nH:21]1[cH:22][cH:23][c:24]2[cH:25][cH:26][cH:27][cH:28][c:29]12>>[c:2]1(-[n:21]2[cH:22][cH:23][c:24]3[cH:25][cH:26][cH:27][cH:28][c:29]23)[n:3][c:4]2[c:9]([cH:10][n:11]1)[N:8]([CH3:12])[C:7](=[O:13])[CH:6]([CH2:14][CH3:15])[N:5]2[CH:16]1[CH2:17][CH2:18][CH2:19][CH2:20]1. Reactants: CCOP(=O)(CC#N)OCC, C1CCOC1, C[Si](C)(C)[N-][Si](C)(C)C, [Li+], COc1cccc(C(=O)c2ccc3c(c2)OCO3)c1, O. Product: COc1cccc(C(=CC#N)c2ccc3c(c2)OCO3)c1. As a reaction SMILES: [CH2:1]([O:2][P:3](=[O:4])([O:5][CH2:6][CH3:7])[CH2:9][C:10]#[N:11])[CH3:8].[CH2:42]1[O:43][CH2:44][CH2:45][CH2:46]1.[CH3:12][Si:13]([N-:14][Si:15]([CH3:16])([CH3:17])[CH3:18])([CH3:19])[CH3:20].[Li+:21].[O:22]1[CH2:23][O:24][c:25]2[c:26]1[cH:27][cH:28][c:29]([C:31](=[O:32])[c:33]1[cH:34][c:35]([O:39][CH3:40])[cH:36][cH:37][cH:38]1)[cH:30]2.[OH2:41]>>[CH:9]([C:10]#[N:11])=[C:31]([c:29]1[cH:28][cH:27][c:26]2[c:25]([cH:30]1)[O:24][CH2:23][O:22]2)[c:33]1[cH:34][c:35]([O:39][CH3:40])[cH:36][cH:37][cH:38]1. The reactants are Cl (HCl), [Cl-].C(C)(C)(C)[NH+]1C[C@@H]([C@@H](C1)C1=C(C=C(C=C1)F)F)C(=O)N1C2CC(CC1CC2)(CS(=O)C)C2CCCCC2 ((3R,4R)-1-tert-butyl-3-({3-cyclohexyl-3-[(methylsulfinyl)methyl]-8-azabicyclo[3.2.1]oct-8-yl}carbonyl)-4-(2,4-difluorophenyl)pyrrolidinium chloride), OOS(=O)[O-].[K+] (oxone). Solvent: CCOCC (ether), C(C)O (ethanol), O (water). Conditions: time 40 minute. Yields the product [Cl-].C(C)(C)(C)[NH+]1C[C@@H]([C@@H](C1)C1=C(C=C(C=C1)F)F)C(=O)N1C2CC(CC1CC2)(CS(=O)(=O)C)C2CCCCC2 ((3R,4R)-1-tert-butyl-3-({3-cyclohexyl-3-[(methylsulfonyl)methyl]-8-azabicyclo[3.2.1]oct-8-yl}carbonyl)-4-(2,4-difluorophenyl)pyrrolidinium chloride). Reaction SMILES: [Cl-:1].[C:2]([NH+:6]1[CH2:10][C@@H:9]([C:11]2[CH:16]=[CH:15][C:14]([F:17])=[CH:13][C:12]=2[F:18])[C@@H:8]([C:19]([N:21]2[CH:26]3[CH2:27][CH2:28][CH:22]2[CH2:23][C:24]([CH:33]2[CH2:38][CH2:37][CH2:36][CH2:35][CH2:34]2)([CH2:29][S:30]([CH3:32])=[O:31])[CH2:25]3)=[O:20])[CH2:7]1)([CH3:5])([CH3:4])[CH3:3].[OH:39]OS([O-])=O.[K+].Cl>C(O)C.O.CCOCC>[Cl-:1].[C:2]([NH+:6]1[CH2:10][C@@H:9]([C:11]2[CH:16]=[CH:15][C:14]([F:17])=[CH:13][C:12]=2[F:18])[C@@H:8]([C:19]([N:21]2[CH:26]3[CH2:27][CH2:28][CH:22]2[CH2:23][C:24]([CH:33]2[CH2:34][CH2:35][CH2:36][CH2:37][CH2:38]2)([CH2:29][S:30]([CH3:32])(=[O:39])=[O:31])[CH2:25]3)=[O:20])[CH2:7]1)([CH3:5])([CH3:3])[CH3:4] |f:0.1,2.3,8.9|. Procedure details: To a solution of (3R,4R)-1-tert-butyl-3-({3-cyclohexyl-3-[(methylsulfinyl)methyl]-8-azabicyclo[3.2.1]oct-8-yl}carbonyl)-4-(2,4-difluorophenyl)pyrrolidinium chloride (3-8) (50 mg, 0.090 mmol) in ethanol (2.0 mL) was added a solution of the oxone® (276 mg, 0.451 mmol) in 2.0 mL of water. The mixture was stirred at room temperature for 40 min. The solid was filtered and filtrate was concentrated, diluted with methylene chloride dried over anhydrous Na2SO4, filtered, and concentrated, followed by th... Reactants: N[C@@H](C(=O)OC)CC ((R)-methyl 2-aminobutanoate), C1(CCCC1)=O (cyclopentanone), C(C)(=O)[O-].[Na+] (sodium acetate), C(C)(=O)O[BH-](OC(C)=O)OC(C)=O.[Na+] (sodium triacetoxyborohydride), C([O-])(O)=O.[Na+] (sodium bicarbonate). Solvent: C(Cl)Cl (DCM). Run at time 12 hour. Product: C1(CCCC1)N[C@@H](C(=O)OC)CC ((R)-methyl 2-(cyclopentylamino)butanoate), compound III. Isolated yield 95.0%. As a reaction SMILES: [NH2:1][C@H:2]([CH2:7][CH3:8])[C:3]([O:5][CH3:6])=[O:4].[C:9]1(=O)[CH2:13][CH2:12][CH2:11][CH2:10]1.C([O-])(=O)C.[Na+].C(O[BH-](OC(=O)C)OC(=O)C)(=O)C.[Na+].C(=O)(O)[O-].[Na+]>C(Cl)Cl>[CH:9]1([NH:1][C@H:2]([CH2:7][CH3:8])[C:3]([O:5][CH3:6])=[O:4])[CH2:13][CH2:12][CH2:11][CH2:10]1 |f:2.3,4.5,6.7|. Procedure details: Compound II (7.4 g) and cyclopentanone (4.1 g, 49 mmol) were dissolved in 80 mL DCM. After the addition of sodium acetate (4.0 g, 4 mmol) and sodium triacetoxyborohydride (15.0 g, 71 mmol) at 0° C., the mixture was stirred for 12 hr at rt and then 50 mL saturated sodium bicarbonate solution were added. The aqueous phase was extracted with dichloromethane. The combined organic phases were washed with water, dried over MgSO4 and evaporated down to give (R)-methyl 2-(cyclopentylamino)butanoate as a... Reactants: CC(CCNCC1=CC=C(OC2=CC=C(S2)C(=O)N)C=C1)C (5-{4-[(3-Methylbutylamino)methyl]phenoxy}thiophene-2-carboxamide), O1CCC(CC1)CCN (2-(tetrahydropyran-4-yl)ethylamine), [BH4-].[Na+] (NaBH4). The solvent is CO (methanol). Run at time 8 hour. Product: O1CCC(CC1)CCNCC1=CC=C(OC2=CC=C(S2)C(=O)N)C=C1 (5-(4-{[2-(Tetrahydropyran-4-yl)ethylamino]methyl}phenoxy)thiophene-2-carboxamide). RXN SMILES: [CH3:1][CH:2]([CH3:22])[CH2:3][CH2:4][NH:5][CH2:6][C:7]1[CH:21]=[CH:20][C:10]([O:11][C:12]2[S:16][C:15]([C:17]([NH2:19])=[O:18])=[CH:14][CH:13]=2)=[CH:9][CH:8]=1.[O:23]1[CH2:28]CC(CCN)C[CH2:24]1.[BH4-].[Na+]>CO>[O:23]1[CH2:28][CH2:22][CH:2]([CH2:3][CH2:4][NH:5][CH2:6][C:7]2[CH:21]=[CH:20][C:10]([O:11][C:12]3[S:16][C:15]([C:17]([NH2:19])=[O:18])=[CH:14][CH:13]=3)=[CH:9][CH:8]=2)[CH2:1][CH2:24]1 |f:2.3|. Reported procedure: Place 5-(4-formylphenoxy)thiophene-2-carboxamide (Example 10, Part C) (0.235 g, 0.948 mmol), 2-(tetrahydropyran-4-yl)ethylamine (0.122 g, 0.996 mmol) and 3 Å molecular sieves in a vial. Add methanol (4.7 mL), cap and stir overnight. Add NaBH4 (0.0359 g, 0.948 mmol) and stir until the gasses stop evolving. Load the reaction mixture directly onto a 25 g ISCO® pre-load column. Dry the column in a vacuum oven at room temperature. Purify by eluting through a 40 g ISCO® column with 5% to 30% (2.0 M NH...